This data is from the Open Reaction Database (ORD), a public repository of structured organic reaction records. The task is: describe an organic reaction: reactants, conditions, products, and yield The reactants are Clc1ccc(OCCBr)cc1, C1CCOC1, CCN(C(C)C)C(C)C, Sc1nc2ccccc2[nH]1. Product: Clc1ccc(OCCSc2nc3ccccc3[nH]2)cc1. RXN SMILES: [Br:20][CH2:21][CH2:22][O:23][c:24]1[cH:25][cH:26][c:27]([Cl:30])[cH:28][cH:29]1.[CH2:31]1[O:32][CH2:33][CH2:34][CH2:35]1.[CH:11]([N:12]([CH2:13][CH3:14])[CH:15]([CH3:16])[CH3:17])([CH3:18])[CH3:19].[SH:1][c:2]1[nH:3][c:4]2[c:5]([n:6]1)[cH:7][cH:8][cH:9][cH:10]2>>[S:1]([c:2]1[nH:3][c:4]2[c:5]([n:6]1)[cH:7][cH:8][cH:9][cH:10]2)[CH2:21][CH2:22][O:23][c:24]1[cH:25][cH:26][c:27]([Cl:30])[cH:28][cH:29]1. Reactants: [N+](=O)([O-])C1=C(C=CC=C1)N1CCN(CC1)C=O (4-(2-nitrophenyl)piperazine-1-carbaldehyde). The reagents and catalysts are [Pd] (palladium on carbon). Run in C(C)O (ethanol). Reaction conditions: temperature 25 celsius, time 12 hour. Product: NC1=C(C=CC=C1)N1CCN(CC1)C=O (4-(2-aminophenyl)piperazine-1-carbaldehyde). Yield: 92.8%. RXN SMILES: [N+:1]([C:4]1[CH:9]=[CH:8][CH:7]=[CH:6][C:5]=1[N:10]1[CH2:15][CH2:14][N:13]([CH:16]=[O:17])[CH2:12][CH2:11]1)([O-])=O>[Pd].C(O)C>[NH2:1][C:4]1[CH:9]=[CH:8][CH:7]=[CH:6][C:5]=1[N:10]1[CH2:11][CH2:12][N:13]([CH:16]=[O:17])[CH2:14][CH2:15]1. Procedure details: A mixture of the 4-(2-nitrophenyl)piperazine-1-carbaldehyde (3.57 g, 15.2 mmol), obtained as in the proceeding paragraph, 10% palladium on carbon and ethanol (50 mL) was stirred approximately 12 hours at 25° C. under a hydrogen atmosphere (15 psi). The reaction mixture then was filtered and concentrated to give 4-(2-aminophenyl)piperazine-1-carbaldehyde (2.91 g, 14.1 mmol), m.p. 129°-133° C. Starting materials: C1(=CC=CC=C1)P(C1=CC=CC=C1)C1=CC=CC=C1 (triphenylphosphine), N(=NC(=O)OCC)C(=O)OCC (Diethyl azodicarboxylate), OC1=C(C=C2C(N(C=NC2=C1)COC(C(C)(C)C)=O)=O)OC (7-hydroxy-6-methoxy-3((pivaloyloxy)methyl)-3,4-dihydroquinazolin-4-one), N1=CC=C(C=C1)CO (4-pyridinemethanol). The solvent is C(Cl)Cl (methylene chloride). Reaction conditions: temperature 5 celsius, time 10 minute. The product is COC=1C=C2C(N(C=NC2=CC1OCC1=CC=NC=C1)COC(C(C)(C)C)=O)=O (6-methoxy-3-((pivaloyloxy)methyl)-7-(4-pyridylmethoxy)-3,4-dihydroquinazolin-4-one). Isolated yield 85.6%. Reaction SMILES: N(C(OCC)=O)=NC(OCC)=O.[OH:13][C:14]1[CH:23]=[C:22]2[C:17]([C:18](=[O:32])[N:19]([CH2:24][O:25][C:26](=[O:31])[C:27]([CH3:30])([CH3:29])[CH3:28])[CH:20]=[N:21]2)=[CH:16][C:15]=1[O:33][CH3:34].[N:35]1[CH:40]=[CH:39][C:38]([CH2:41]O)=[CH:37][CH:36]=1.C1(P(C2C=CC=CC=2)C2C=CC=CC=2)C=CC=CC=1>C(Cl)Cl>[CH3:34][O:33][C:15]1[CH:16]=[C:17]2[C:22](=[CH:23][C:14]=1[O:13][CH2:41][C:38]1[CH:39]=[CH:40][N:35]=[CH:36][CH:37]=1)[N:21]=[CH:20][N:19]([CH2:24][O:25][C:26](=[O:31])[C:27]([CH3:28])([CH3:29])[CH3:30])[C:18]2=[O:32]. Procedure: Diethyl azodicarboxylate (348 mg, 2 mmol) was added dropwise to a suspension of 7-hydroxy-6-methoxy-3((pivaloyloxy)methyl)-3,4-dihydroquinazolin-4-one (457 mg, 1.5 mmol), (prepared as described for the starting material in Example 22), 4-pyridinemethanol (218 mg, 2 mmol), and triphenylphosphine (524 mg, 2 mmol) in methylene chloride (7 ml) at 5° C. The mixture was stirred for 10 minutes at 5° C. and then 1 hour at ambient temperature. The mixture was poured directly on to a silica column and elu... The reactants are C(C)(C)(C)OC(=O)C1=C(C=CC=C1)C1=CC=C(C=C1)CN1C(=NC(=C1C(=O)ON1C(CCC1=O)=O)CO)CCCC (succinimido 1-[(2'-t-butoxycarbonylbiphenyl-4-yl)methyl]-2-butyl-4-hydroxymethylimidazole-5-carboxylate), Cl.NCC(=O)OC(C)(C)C (t-butyl glycinate hydrochloride), Cl (hydrochloride). Reagents/catalysts: CN(C1=CC=NC=C1)C (4-dimethylaminopyridine). The product is C(=O)(O)CNC(=O)C1=C(N=C(N1CC1=CC=C(C=C1)C1=C(C=CC=C1)C(=O)O)CCCC)CO (N-Carboxymethyl-2-butyl-1-[(2'-carboxybiphenyl-4-yl)methyl]-4-hydroxymethylimidazole-5-carboxamide). As a reaction SMILES: C([O:5][C:6]([C:8]1[CH:13]=[CH:12][CH:11]=[CH:10][C:9]=1[C:14]1[CH:19]=[CH:18][C:17]([CH2:20][N:21]2[C:25]([C:26](ON3C(=O)CCC3=O)=[O:27])=[C:24]([CH2:36][OH:37])[N:23]=[C:22]2[CH2:38][CH2:39][CH2:40][CH3:41])=[CH:16][CH:15]=1)=[O:7])(C)(C)C.Cl.[NH2:43][CH2:44][C:45]([O:47]C(C)(C)C)=[O:46].Cl>CN(C)C1C=CN=CC=1>[C:45]([CH2:44][NH:43][C:26]([C:25]1[N:21]([CH2:20][C:17]2[CH:16]=[CH:15][C:14]([C:9]3[CH:10]=[CH:11][CH:12]=[CH:13][C:8]=3[C:6]([OH:7])=[O:5])=[CH:19][CH:18]=2)[C:22]([CH2:38][CH2:39][CH2:40][CH3:41])=[N:23][C:24]=1[CH2:36][OH:37])=[O:27])([OH:47])=[O:46] |f:1.2|. Procedure details: Following a procedure similar to that described in Example 53, but using 0.32 g of succinimido 1-[(2'-t-butoxycarbonylbiphenyl-4-yl)methyl]-2-butyl-4-hydroxymethylimidazole-5-carboxylate [prepared as described in Example 52(a)], 0.11 g of t-butyl glycinate hydrochloride and 80 mg of 4-dimethylaminopyridine, 0.21 g of the hydrochloride of the title compound was obtained as an amorphous powder melting at above 110° C. (with softening). Starting materials: BrC=1C=C(C=CC1)N1N=C(CC1C1=C(C=C(C=C1)F)F)C(C(F)(F)F)(F)F (1-(3-Bromo-phenyl)-5-(2,4-difluoro-phenyl)-3-pentafluoroethyl-4,5-dihydro-1H-pyrazole), CSC=1C=C(C=CC1)B(O)O (3-(methylthio)phenylboronic acid), C([O-])([O-])=O.[Na+].[Na+] (sodium carbonate), C(C)O (ethanol). Reagents/catalysts: C=1C=CC(=CC1)[P](C=2C=CC=CC2)(C=3C=CC=CC3)[Pd]([P](C=4C=CC=CC4)(C=5C=CC=CC5)C=6C=CC=CC6)([P](C=7C=CC=CC7)(C=8C=CC=CC8)C=9C=CC=CC9)[P](C=1C=CC=CC1)(C=1C=CC=CC1)C=1C=CC=CC1 (Pd(PPh3)4). The solvent is COCCOC (1,2-dimethoxyethane). Reaction conditions: temperature 90 celsius, time 3 hour. Yields the product FC1=C(C=CC(=C1)F)C1CC(=NN1C=1C=C(C=CC1)C1=CC(=CC=C1)SC)C(C(F)(F)F)(F)F (5-(2,4-difluoro-phenyl)-1-[3′-(methylsulfanyl)-biphenyl-3-yl]-3-pentafluoroethyl-4,5-dihydro-1H-pyrazole). The yield is 27.4%. Reaction SMILES: Br[C:2]1[CH:3]=[C:4]([N:8]2[CH:12]([C:13]3[CH:18]=[CH:17][C:16]([F:19])=[CH:15][C:14]=3[F:20])[CH2:11][C:10]([C:21]([F:27])([F:26])[C:22]([F:25])([F:24])[F:23])=[N:9]2)[CH:5]=[CH:6][CH:7]=1.[CH3:28][S:29][C:30]1[CH:31]=[C:32](B(O)O)[CH:33]=[CH:34][CH:35]=1.C(=O)([O-])[O-].[Na+].[Na+].C(O)C>C1C=CC([P]([Pd]([P](C2C=CC=CC=2)(C2C=CC=CC=2)C2C=CC=CC=2)([P](C2C=CC=CC=2)(C2C=CC=CC=2)C2C=CC=CC=2)[P](C2C=CC=CC=2)(C2C=CC=CC=2)C2C=CC=CC=2)(C2C=CC=CC=2)C2C=CC=CC=2)=CC=1.COCCOC>[F:20][C:14]1[CH:15]=[C:16]([F:19])[CH:17]=[CH:18][C:13]=1[CH:12]1[N:8]([C:4]2[CH:3]=[C:2]([C:34]3[CH:33]=[CH:32][CH:31]=[C:30]([S:29][CH3:28])[CH:35]=3)[CH:7]=[CH:6][CH:5]=2)[N:9]=[C:10]([C:21]([F:26])([F:27])[C:22]([F:25])([F:24])[F:23])[CH2:11]1 |f:2.3.4,^1:51,53,72,91|. Reported procedure: 1-(3-Bromo-phenyl)-5-(2,4-difluoro-phenyl)-3-pentafluoroethyl-4,5-dihydro-1H-pyrazole (50.0 mg, 0.11 mmol) prepared in Step 4 of Preparation 14, 3-(methylthio)phenylboronic acid (28.0 mg, 0.17 mmol), Pd(PPh3)4 (13.0 mg, cat.) and a 2N sodium carbonate solution (550.0 uL) were added to a mixed solvent of ethanol (550.0 uL) and 1,2-dimethoxyethane (2.0 mL). The reaction mixture was stirred at 90° C. for 3 hours and then filtered through celite pad. A saturated solution of ammonium chloride was add... The reactants are [OH-].[K+] (KOH), N#N (N2), OCCN(C(CCCCCCCCCCCCCCCO)=O)CCO (N,N-bis(2-hydroxyethyl)-16-hydroxyhexadecanamide), [H-].[H-].[H-].[H-].[Li+].[Al+3] (LiAlH4). Solvent: O1CCCC1 (tetrahydrofuran). Conditions: temperature 65 celsius, time 18 hour. The product is OCCN(CCO)CCCCCCCCCCCCCCCCO (16-[N,N-bis(2-hydroxyethyl)amino]-1-hexadecanol). The yield is 62.0%. RXN SMILES: [H-].[H-].[H-].[H-].[Li+].[Al+3].N#N.[OH:9][CH2:10][CH2:11][N:12]([CH2:31][CH2:32][OH:33])[C:13](=O)[CH2:14][CH2:15][CH2:16][CH2:17][CH2:18][CH2:19][CH2:20][CH2:21][CH2:22][CH2:23][CH2:24][CH2:25][CH2:26][CH2:27][CH2:28][OH:29].[OH-].[K+]>O1CCCC1>[OH:33][CH2:32][CH2:31][N:12]([CH2:13][CH2:14][CH2:15][CH2:16][CH2:17][CH2:18][CH2:19][CH2:20][CH2:21][CH2:22][CH2:23][CH2:24][CH2:25][CH2:26][CH2:27][CH2:28][OH:29])[CH2:11][CH2:10][OH:9] |f:0.1.2.3.4.5,8.9|. Procedure details: A 500-ml flask equipped with a stirrer and reflux condenser was charged with 3.01 g (79.3 mmol) of LiAlH4 and 200 ml of tetrahydrofuran. While stirring the mixture at room temperature in an N2 atmosphere, 5.00 g (13.9 mmol) of N,N-bis(2-hydroxyethyl)-16-hydroxyhexadecanamide were added, followed by stirring at 65° C. for 18 hours. After cooling the reaction mixture to room temperature, 15 g of 3% aqueous KOH were added, and a salt deposited was separated by filtration. The solvent was then disti...